Dataset: the Open Reaction Database (ORD), a public repository of structured organic reaction records. Task: describe an organic reaction: reactants, conditions, products, and yield RXN SMILES: [Br:1][C:2]1[CH:7]=[CH:6][CH:5]=[C:4]([Br:8])[C:3]=1[NH:9][C:10](N)=[S:11]>ClC1C=CC=CC=1>[Br:1][C:2]1[CH:7]=[CH:6][CH:5]=[C:4]([Br:8])[C:3]=1[N:9]=[C:10]=[S:11]. Run in ClC1=CC=CC=C1 (chlorobenzene). Product: BrC1=C(C(=CC=C1)Br)N=C=S (2,6-dibromophenylisothiocyanate). Procedure details: A suspension of 101 g. (0.326 mole) of 1-(2,6-dibromophenyl)thiourea in 1 l. of chlorobenzene was stirred and refluxed 20 hours, and the resulting solution was filtered and evaporated. The tan solid obtained was triturated with boiling petroleum ether and filtered. On cooling, the filtrate deposited 63.4 g. of yellow needles of 2,6-dibromophenylisothiocyanate, m.p. 63°-65°. A portion was recrystallized from ether-petroleum ether to give the analytical sample, m.p. 65°-66°. Reactants: BrC1=C(C(=CC=C1)Br)NC(=S)N (1-(2,6-dibromophenyl)thiourea). Reaction SMILES: [CH2:17]([c:18]1[cH:19][cH:20][cH:21][cH:22][cH:23]1)[O:24][c:25]1[cH:26][c:27]2[cH:28][cH:29][c:30]([CH2:35][n:36]3[cH:37][c:38]([CH:47]=[O:48])[c:39](-[c:41]4[cH:42][cH:43][cH:44][cH:45][cH:46]4)[cH:40]3)[cH:31][c:32]2[cH:33][cH:34]1.[CH2:3]([O:4][P:5]([O:6][CH2:7][CH3:8])(=[O:9])[CH2:11][C:12](=[O:13])[O:14][CH2:15][CH3:16])[CH3:10].[H-:1].[Na+:2].[O:50]1[CH2:51][CH2:52][CH2:53][CH2:54]1.[OH2:49]>>[CH:11]([C:12](=[O:13])[O:14][CH2:15][CH3:16])=[CH:47][c:38]1[cH:37][n:36]([CH2:35][c:30]2[cH:29][cH:28][c:27]3[cH:26][c:25]([O:24][CH2:17][c:18]4[cH:19][cH:20][cH:21][cH:22][cH:23]4)[cH:34][cH:33][c:32]3[cH:31]2)[cH:40][c:39]1-[c:41]1[cH:42][cH:43][cH:44][cH:45][cH:46]1. Yields the product CCOC(=O)C=Cc1cn(Cc2ccc3cc(OCc4ccccc4)ccc3c2)cc1-c1ccccc1. The reactants are O=Cc1cn(Cc2ccc3cc(OCc4ccccc4)ccc3c2)cc1-c1ccccc1, CCOC(=O)CP(=O)(OCC)OCC, [H-], [Na+], C1CCOC1, O. Starting materials: C(C)OC(CN1C(C2=CC=C(C=C2C1=O)OC1=CC=C(C=C1)O)=O)=O ([5-(4-hydroxy-phenoxy)-1,3-dioxo-1,3-dihydro-isoindol-2-yl]-acetic acid ethyl ester), BrCCC (1-bromopropane), C([O-])([O-])=O.[K+].[K+] (potassium carbonate). Run in CC(=O)C (acetone). Yields the product C(C)OC(CN1C(C2=CC=C(C=C2C1=O)OC1=CC=C(C=C1)OCCC)=O)=O ([1,3-Dioxo-5-(4-propoxy-phenoxy)-1,3-dihydro-isoindol-2-yl]-acetic acid ethyl ester). Isolated yield 89.3%. Reaction SMILES: [CH2:1]([O:3][C:4](=[O:25])[CH2:5][N:6]1[C:14](=[O:15])[C:13]2[C:8](=[CH:9][CH:10]=[C:11]([O:16][C:17]3[CH:22]=[CH:21][C:20]([OH:23])=[CH:19][CH:18]=3)[CH:12]=2)[C:7]1=[O:24])[CH3:2].Br[CH2:27][CH2:28][CH3:29].C(=O)([O-])[O-].[K+].[K+]>CC(C)=O>[CH2:1]([O:3][C:4](=[O:25])[CH2:5][N:6]1[C:14](=[O:15])[C:13]2[C:8](=[CH:9][CH:10]=[C:11]([O:16][C:17]3[CH:22]=[CH:21][C:20]([O:23][CH2:27][CH2:28][CH3:29])=[CH:19][CH:18]=3)[CH:12]=2)[C:7]1=[O:24])[CH3:2] |f:2.3.4|. Procedure details: A mixture of [5-(4-hydroxy-phenoxy)-1,3-dioxo-1,3-dihydro-isoindol-2-yl]-acetic acid ethyl ester (2.479 g, 7.26 mmol), 1-bromopropane (1.32 mL, 14.52 mmol), potassium carbonate (2.01 g, 14.52 mmol), and acetone (25 mL) was refluxed overnight. After cooling to ambient temperature the mixture was concentrated in vacuo and the residue was partitioned between EtOAc and water. The organic phase was washed with saturated NaCl, dried over anhydrous sodium sulfate, and concentrated in vacuo to give the ... Conditions: time 2 hour. Run in C(C)(=O)OCC (ethyl acetate), C(C)(=O)OCC (ethyl acetate). Product: C(CCCCCCC\C=C/CCCCCCCC)(=O)NC1=CC=C(C=C1)O (p-Oleoylaminophenol). Yield: 91.1%. Reported procedure: Sodium carbonate (1.27 g) was added to a solution of 1.09 g of 2-aminophenol in a mixed solvent composed of 20 ml of ethyl acetate and 20 ml of water. To the resulting mixture was added a solution of 3.01 g of oleoyl chloride in 10 ml of ethyl acetate portion-wise with stirring under ice cooling. The stirring was continued for additional 2 hours. After completion of the reaction, the organic layer was separated, washed with water and then with saturated saline, and dried over anhydrous sodium su... Reactants: C([O-])([O-])=O.[Na+].[Na+] (Sodium carbonate), NC1=C(C=CC=C1)O (2-aminophenol), C(CCCCCCC\C=C/CCCCCCCC)(=O)Cl (oleoyl chloride), O (water). As a reaction SMILES: [C:1](=[O:4])([O-])[O-].[Na+].[Na+].[NH2:7][C:8]1[CH:13]=[CH:12]C=[CH:10][C:9]=1O.O.[C:16](Cl)(=[O:34])[CH2:17][CH2:18][CH2:19][CH2:20][CH2:21][CH2:22][CH2:23]/[CH:24]=[CH:25]\[CH2:26][CH2:27][CH2:28][CH2:29][CH2:30][CH2:31][CH2:32][CH3:33]>C(OCC)(=O)C>[C:16]([NH:7][C:8]1[CH:13]=[CH:12][C:1]([OH:4])=[CH:10][CH:9]=1)(=[O:34])[CH2:17][CH2:18][CH2:19][CH2:20][CH2:21][CH2:22][CH2:23]/[CH:24]=[CH:25]\[CH2:26][CH2:27][CH2:28][CH2:29][CH2:30][CH2:31][CH2:32][CH3:33] |f:0.1.2|. Reactants: Brc1ccccc1I, OB(O)c1ccc(C(F)(F)F)cc1, [Na+], [Na+], O=C([O-])[O-], c1ccc(P(c2ccccc2)(c2ccccc2)[Pd](P(c2ccccc2)(c2ccccc2)c2ccccc2)(P(c2ccccc2)(c2ccccc2)c2ccccc2)P(c2ccccc2)(c2ccccc2)c2ccccc2)cc1. RXN SMILES: [Br:1][c:2]1[c:3]([I:8])[cH:4][cH:5][cH:6][cH:7]1.[F:9][C:10]([c:11]1[cH:12][cH:13][c:14]([B:17]([OH:18])[OH:19])[cH:15][cH:16]1)([F:20])[F:21].[Na+:22].[Na+:23].[O-:24][C:25](=[O:26])[O-:27].[cH:28]1[cH:29][cH:30][c:31]([P:32]([Pd:33]([P:34]([c:35]2[cH:36][cH:37][cH:38][cH:39][cH:40]2)([c:41]2[cH:42][cH:43][cH:44][cH:45][cH:46]2)[c:47]2[cH:48][cH:49][cH:50][cH:51][cH:52]2)([P:53]([c:54]2[cH:55][cH:56][cH:57][cH:58][cH:59]2)([c:60]2[cH:61][cH:62][cH:63][cH:64][cH:65]2)[c:66]2[cH:67][cH:68][cH:69][cH:70][cH:71]2)[P:72]([c:73]2[cH:74][cH:75][cH:76][cH:77][cH:78]2)([c:79]2[cH:80][cH:81][cH:82][cH:83][cH:84]2)[c:85]2[cH:86][cH:87][cH:88][cH:89][cH:90]2)([c:91]2[cH:92][cH:93][cH:94][cH:95][cH:96]2)[c:97]2[cH:98][cH:99][cH:100][cH:101][cH:102]2)[cH:103][cH:104]1>>[Br:1][c:2]1[c:3](-[c:14]2[cH:13][cH:12][c:11]([C:10]([F:9])([F:20])[F:21])[cH:16][cH:15]2)[cH:4][cH:5][cH:6][cH:7]1. The product is FC(F)(F)c1ccc(-c2ccccc2Br)cc1. Starting materials: CCCN(CCC)C1COc2cccc(C(=O)OC)c2C1, CO, ClCCl, N, [Na+], [OH-], O, O=S(Cl)Cl. The product is CCCN(CCC)C1COc2cccc(C(N)=O)c2C1. Reaction SMILES: [CH2:1]([CH2:2][CH3:3])[N:4]([CH:5]1[CH2:6][O:7][c:8]2[cH:9][cH:10][cH:11][c:12]([C:15](=[O:16])[O:17][CH3:18])[c:13]2[CH2:14]1)[CH2:19][CH2:20][CH3:21].[CH3:29][OH:30].[Cl:32][CH2:33][Cl:34].[NH3:28].[Na+:23].[OH-:22].[OH2:31].[S:24]([Cl:25])([Cl:26])=[O:27]>>[CH2:1]([CH2:2][CH3:3])[N:4]([CH:5]1[CH2:6][O:7][c:8]2[cH:9][cH:10][cH:11][c:12]([C:15](=[O:16])[NH2:28])[c:13]2[CH2:14]1)[CH2:19][CH2:20][CH3:21]. Reactants: [OH-].[K+] (potassium hydroxide), NS(=O)(=O)CC1=C(C(=O)NN)C=CC=C1 (2-[(Aminosulfonyl)methyl]benzoic acid hydrazide), C(=S)=S (carbon disulfide). Solvent: O (water), C(C)O (ethanol). Product: SC1=NN=C(O1)C1=C(C=CC=C1)CS(=O)(=O)N (2-(5-Mercapto-1,3,4-oxadiazol-2-yl)benzenemethanesulfonamide). The yield is 22.0%. Reaction SMILES: [NH2:1][S:2]([CH2:5][C:6]1[CH:15]=[CH:14][CH:13]=[CH:12][C:7]=1[C:8]([NH:10][NH2:11])=[O:9])(=[O:4])=[O:3].[OH-].[K+].[C:18](=S)=[S:19]>C(O)C.O>[SH:19][C:18]1[O:9][C:8]([C:7]2[CH:12]=[CH:13][CH:14]=[CH:15][C:6]=2[CH2:5][S:2]([NH2:1])(=[O:3])=[O:4])=[N:10][N:11]=1 |f:1.2|. Procedure: To a suspension of 11.5 g of the hydrazide prepared in Example 1 in 100 ml of absolute ethanol was added a solution of 2.8 g of potassium hydroxide in 20 ml of water. After stirring several minutes, 4.8 g of carbon disulfide was added in one portion. The suspension was refluxed 4.5 hours then concentrated in vacuo. After water (about 100 ml) was added to the residue and the suspension stirred several minutes, the suspension was filtered and the filtrate was acidified with concentrated hydrochlor... Starting materials: Cl[Sn]Cl (SnCl2), Cl (HCl), C(C)OP(=O)(OCC)COC1=C(C=C(C=C1)OC)[N+](=O)[O-] (2-diethylphosphonomethyloxy-5-methoxynitrobenzene). Run in CO (MeOH). Conditions: time 3 hour. Yields the product C(C)OP(=O)(OCC)COC1=C(N)C=C(C=C1)OC (2-diethylphosphonomethyloxy-5-methoxyaniline). As a reaction SMILES: Cl[Sn]Cl.Cl.[CH2:5]([O:7][P:8]([CH2:13][O:14][C:15]1[CH:20]=[CH:19][C:18]([O:21][CH3:22])=[CH:17][C:16]=1[N+:23]([O-])=O)([O:10][CH2:11][CH3:12])=[O:9])[CH3:6]>CO>[CH2:11]([O:10][P:8]([CH2:13][O:14][C:15]1[CH:20]=[CH:19][C:18]([O:21][CH3:22])=[CH:17][C:16]=1[NH2:23])([O:7][CH2:5][CH3:6])=[O:9])[CH3:12]. Procedure: A solution of SnCl2 (4 mmole) in freshly prepared methonolic HCl (10 mL) was added to a cold (0° C.) solution of 2-diethylphosphonomethyloxy-5-methoxynitrobenzene (1 mmole) in MeOH (5 mL). The mixture was warmed to room temperature and stirred for 3 h. Evaporation, extraction and chromatography provided 2-diethylphosphonomethyloxy-5-methoxyaniline.